From a dataset of the Open Reaction Database (ORD), a public repository of structured organic reaction records. describe an organic reaction: reactants, conditions, products, and yield The reactants are FC=1C=C(C=C(C1)F)C[C@@H](C=1N(C=CN1)C1=CC=C(C=C1)OC)NC(CN1N=C(C=2CCCCC12)C(F)(F)F)=O ((S)-N-(2-(3,5-difluorophenyl)-1-(1-(4-methoxyphenyl)-1H-imidazol-2-yl)ethyl)-2-(3-(trifluoromethyl)-4,5,6,7-tetrahydro-1H-indazol-1-yl)acetamide), Cl.ClC1=CC=C(C=C1)C=1OC(=CN1)C(CC1=CC(=CC(=C1)F)F)N (1-(2-(4-chlorophenyl)oxazol-5-yl)-2-(3,5-difluorophenyl)ethanamine hydrochloride), FC=1C=C2C(=CNC2=CC1)CC(=O)O (2-(5-fluoro-1H-indol-3-yl)acetic acid). Product: ClC1=CC=C(C=C1)C=1OC(=CN1)C(CC1=CC(=CC(=C1)F)F)NC(CC1=CNC2=CC=C(C=C12)F)=O (N-(1-(2-(4-chlorophenyl)oxazol-5-yl)-2-(3,5-difluorophenyl)ethyl)-2-(5-fluoro-1H-indol-3-yl)acetamide). RXN SMILES: FC1C=C(C[C@H](NC(=O)CN2C3CCCCC=3C(C(F)(F)F)=N2)C2N(C3C=CC(OC)=CC=3)C=CN=2)C=C(F)C=1.Cl.[Cl:42][C:43]1[CH:48]=[CH:47][C:46]([C:49]2[O:50][C:51]([CH:54]([NH2:64])[CH2:55][C:56]3[CH:61]=[C:60]([F:62])[CH:59]=[C:58]([F:63])[CH:57]=3)=[CH:52][N:53]=2)=[CH:45][CH:44]=1.[F:65][C:66]1[CH:67]=[C:68]2[C:72](=[CH:73][CH:74]=1)[NH:71][CH:70]=[C:69]2[CH2:75][C:76](O)=[O:77]>>[Cl:42][C:43]1[CH:48]=[CH:47][C:46]([C:49]2[O:50][C:51]([CH:54]([NH:64][C:76](=[O:77])[CH2:75][C:69]3[C:68]4[C:72](=[CH:73][CH:74]=[C:66]([F:65])[CH:67]=4)[NH:71][CH:70]=3)[CH2:55][C:56]3[CH:61]=[C:60]([F:62])[CH:59]=[C:58]([F:63])[CH:57]=3)=[CH:52][N:53]=2)=[CH:45][CH:44]=1 |f:1.2|. Procedure details: The title compound was prepared according to the method presented for the synthesis of compound 5F of Example 5 utilizing 19E and 2-(5-fluoro-1H-indol-3-yl)acetic acid. 1H NMR (400 MHz, CDCl3) δ 8.21 (s, 1H), 7.81 (d, J=8.5 Hz, 2H), 7.43 (d, J=8.5 Hz, 2H), 7.38-7.23 (m, 2H), 7.16 (s, 1H), 7.05 (d, J=9.3 Hz, 1H), 6.95 (dd, J=10.3, 7.7 Hz, 1H), 6.61 (t, J=9.0 Hz, 1H), 6.50 (dd, J=14.6, 7.6 Hz, 3H), 5.27 (q, J=7.4 Hz, 1H), 3.72 (s, 2H), 3.08 (dd, J=13.7, 7.1 Hz, 1H), 2.95 (dd, J=13.7, 7.4 Hz, 1H). ... Reactants: C(C)OCC (Diethyl ether), Cl (HCl), C(C)(C)(C)OC(=O)N1CCN(CC1)C1=CC=C(C=C1)[C@H](C)N(CCC1=C(C=C(C(=C1)OC)NC(=O)NC1=NC=C(N=C1)C#N)Cl)C(=O)OC(C)(C)C (4-(4-{(S)-1-[tert-butoxycarbonyl-(2-{2-chloro-4-[3-(5-cyano-pyrazin-2-yl)-ureido]-5-methoxy-phenyl}-ethyl)-amino]ethyl}-phenyl)-piperazine-1-carboxylic acid tert-butyl ester). Reaction SMILES: [ClH:1].C(OC([N:9]1[CH2:14][CH2:13][N:12]([C:15]2[CH:20]=[CH:19][C:18]([C@@H:21]([N:23](C(OC(C)(C)C)=O)[CH2:24][CH2:25][C:26]3[CH:31]=[C:30]([O:32][CH3:33])[C:29]([NH:34][C:35]([NH:37][C:38]4[CH:43]=[N:42][C:41]([C:44]#[N:45])=[CH:40][N:39]=4)=[O:36])=[CH:28][C:27]=3[Cl:46])[CH3:22])=[CH:17][CH:16]=2)[CH2:11][CH2:10]1)=O)(C)(C)C.C(OCC)C>CCOC(C)=O>[ClH:46].[ClH:1].[Cl:46][C:27]1[C:26]([CH2:25][CH2:24][NH:23][C@H:21]([C:18]2[CH:19]=[CH:20][C:15]([N:12]3[CH2:13][CH2:14][NH:9][CH2:10][CH2:11]3)=[CH:16][CH:17]=2)[CH3:22])=[CH:31][C:30]([O:32][CH3:33])=[C:29]([NH:34][C:35]([NH:37][C:38]2[CH:43]=[N:42][C:41]([C:44]#[N:45])=[CH:40][N:39]=2)=[O:36])[CH:28]=1 |f:4.5.6|. Reaction conditions: time 8 hour. Yields the product Cl.Cl.ClC=1C(=CC(=C(C1)NC(=O)NC1=NC=C(N=C1)C#N)OC)CCN[C@@H](C)C1=CC=C(C=C1)N1CCNCC1 (1-(5-Chloro-2-methoxy-4-{2-[(S)-1-(4-piperazin-1-yl-phenyl)-ethylamino]-ethyl}-phenyl)-3-(5-cyano-pyrazin-2-yl)-urea dihydrochloride). Yield: 34.0%. Procedure: A 4N HCl solution in EtOAc (18 mL) was added slowly to a stirred solution of 4-(4-{(S)-1-[tert-butoxycarbonyl-(2-{2-chloro-4-[3-(5-cyano-pyrazin-2-yl)-ureido]-5-methoxy-phenyl}-ethyl)-amino]ethyl}-phenyl)-piperazine-1-carboxylic acid tert-butyl ester (0.1 g) in EtOAc (100 mL) at 0° C. The mixture was allowed to warm to room temperature and stirred for 8 hours. Diethyl ether (50 mL) was added and stirring continued for 15 minutes. The supernatant was decanted and the isolated solid triturated aga... Solvent: CCOC(=O)C (EtOAc), CCOC(=O)C (EtOAc). Procedure: To a 500 mL 3-neck round-bottomed flask equipped with internal temperature monitoring and a magnetic stir bar was added (5)-tert-butyl 3-(6-bromo-3-fluoropyridin-2-yl)-3-((R)-1,1-dimethylethylsulfinamido)-4-fluorobutanoate (8.90 g, 19.55 mmol) and DCM (200 mL). The solution was cooled to −78° C. and DIBAL-H (Aldrich; 48.9 mL, 48.9 mmol, 1.0 M in hexane) was added over 30 min with the solution running down the side of the flask to precool it. The solution did not go above −74° C. during the addit... Reaction conditions: temperature -78 celsius, time 75 minute. Product: BrC1=CC=C(C(=N1)[C@](CF)(CC=O)N[S@](=O)C(C)(C)C)F ((R)-N-((S)-2-(6-bromo-3-fluoropyridin-2-yl)-1-fluoro-4-oxobutan-2-yl)-2-methylpropane-2-sulfinamide). As a reaction SMILES: [Br:1][C:2]1[N:7]=[C:6]([C@:8]([NH:19][S@@:20]([C:22]([CH3:25])([CH3:24])[CH3:23])=[O:21])([CH2:17][F:18])[CH2:9][C:10](OC(C)(C)C)=[O:11])[C:5]([F:26])=[CH:4][CH:3]=1.CC(C[AlH]CC(C)C)C>C(Cl)Cl>[Br:1][C:2]1[N:7]=[C:6]([C@@:8]([NH:19][S@@:20]([C:22]([CH3:24])([CH3:23])[CH3:25])=[O:21])([CH2:9][CH:10]=[O:11])[CH2:17][F:18])[C:5]([F:26])=[CH:4][CH:3]=1. Starting materials: CC(C)C[AlH]CC(C)C (DIBAL-H), BrC1=CC=C(C(=N1)[C@@](CC(=O)OC(C)(C)C)(CF)N[S@](=O)C(C)(C)C)F ((5)-tert-butyl 3-(6-bromo-3-fluoropyridin-2-yl)-3-((R)-1,1-dimethylethylsulfinamido)-4-fluorobutanoate), CC(C)C[AlH]CC(C)C (DIBALH). The solvent is C(Cl)Cl (DCM). Yield: 67.8%. Starting materials: Fc1ccccc1-c1nc(Cl)c2cc(Br)ccc2n1, O=C([O-])[O-], CN(C)C=O, [Cs+], [Cs+], O, c1cc2[nH]ccc2cn1. The product is Fc1ccccc1-c1nc(-n2ccc3cnccc32)c2cc(Br)ccc2n1. As a reaction SMILES: [Br:1][c:2]1[cH:3][c:4]2[c:5]([Cl:19])[n:6][c:7](-[c:12]3[c:13]([F:18])[cH:14][cH:15][cH:16][cH:17]3)[n:8][c:9]2[cH:10][cH:11]1.[C:29](=[O:30])([O-:31])[O-:32].[CH:36]([N:37]([CH3:38])[CH3:39])=[O:40].[Cs+:33].[Cs+:34].[OH2:35].[nH:20]1[cH:21][cH:22][c:23]2[cH:24][n:25][cH:26][cH:27][c:28]12>>[Br:1][c:2]1[cH:3][c:4]2[c:5](-[n:20]3[cH:21][cH:22][c:23]4[cH:24][n:25][cH:26][cH:27][c:28]34)[n:6][c:7](-[c:12]3[c:13]([F:18])[cH:14][cH:15][cH:16][cH:17]3)[n:8][c:9]2[cH:10][cH:11]1. The reactants are C(=O)N[C@@H](CCSC)C(=O)O (N-formyl-L-methionine), F[C@@]12[C@]3(C=CC(C=C3CC[C@H]1[C@@H]1C[C@@H]([C@](C(CS)=O)([C@]1(C[C@@H]2O)C)O)C)=O)C (9-fluoro-11β,17-dihydroxy-16β-methylpregna-1,4-diene-3,20-dione-21-thiol), C1(CCCCC1)N=C=NC1CCCCC1 (dicyclohexylcarbodiimide). Solvent: C(C)(=O)OCC (ethyl acetate), C(C)(=O)OCC (ethyl acetate), C(C)(=O)OCC (ethyl acetate). Reaction conditions: time 4 hour. Product: F[C@@]12[C@]3(C=CC(C=C3CC[C@H]1[C@@H]1C[C@@H]([C@](C(CSC(C(CCSC)NC=O)=O)=O)([C@]1(C[C@@H]2O)C)O)C)=O)C (9-Fluoro-21-[2-(formylamino)-4-methylthio-1-oxobutylthio]-11β,17-dihydroxy-16β-methylpregna-1,4-diene-3,20-dione). Reaction SMILES: [CH:1]([NH:3][C@H:4]([C:9]([OH:11])=O)[CH2:5][CH2:6][S:7][CH3:8])=[O:2].[F:12][C@:13]12[C@@H:33]([OH:34])[CH2:32][C@@:31]3([CH3:35])[C@@H:23]([CH2:24][C@H:25]([CH3:37])[C@:26]3([OH:36])[C:27](=[O:30])[CH2:28][SH:29])[C@@H:22]1[CH2:21][CH2:20][C:19]1[C@:14]2([CH3:39])[CH:15]=[CH:16][C:17](=[O:38])[CH:18]=1.C1(N=C=NC2CCCCC2)CCCCC1>C(OCC)(=O)C>[F:12][C@:13]12[C@@H:33]([OH:34])[CH2:32][C@@:31]3([CH3:35])[C@@H:23]([CH2:24][C@H:25]([CH3:37])[C@:26]3([OH:36])[C:27](=[O:30])[CH2:28][S:29][C:9](=[O:11])[CH:4]([NH:3][CH:1]=[O:2])[CH2:5][CH2:6][S:7][CH3:8])[C@@H:22]1[CH2:21][CH2:20][C:19]1[C@:14]2([CH3:39])[CH:15]=[CH:16][C:17](=[O:38])[CH:18]=1. Procedure details: To a stirred solution of of N-formyl-L-methionine (7.8 gm) in dry ethyl acetate (120 ml) were added 9-fluoro-11β,17-dihydroxy-16β-methylpregna-1,4-diene-3,20-dione-21-thiol (6.0 gm) in dry ethyl acetate (100 ml) and dicyclohexylcarbodiimide (18.2 gm) in dry ethyl acetate (100 ml) at room temperature. The reaction mixture was stirred at room temperature for for 4 hours. Starting materials: C(C)(C)Br (isopropyl bromide), CN1C=C(C(C2=CC=CC=C12)=O)C1=NN=NN1 (1-methyl-3-(1H-tetrazol-5-yl)-4-quinolone), C(C)(C)Br (isopropyl bromide), C([O-])([O-])=O.[K+].[K+] (potassium carbonate), C(C)(C)Br (isopropyl bromide). Run in CC(CC)=O (butanone). Conditions: time 7 hour. Yields the product C(C)(C)N1NC(=NN1)C1=CN(C2=CC=CC=C2C1=O)C (3-(2-isopropyl-1H-tetrazol-5-yl)-1-methyl-4-quinolone). As a reaction SMILES: [CH3:1][N:2]1[C:11]2[C:6](=[CH:7][CH:8]=[CH:9][CH:10]=2)[C:5](=[O:12])[C:4]([C:13]2[NH:17][N:16]=[N:15][N:14]=2)=[CH:3]1.[CH:18](Br)([CH3:20])[CH3:19].C(=O)([O-])[O-].[K+].[K+]>CC(=O)CC>[CH:18]([N:16]1[NH:15][N:14]=[C:13]([C:4]2[C:5](=[O:12])[C:6]3[C:11](=[CH:10][CH:9]=[CH:8][CH:7]=3)[N:2]([CH3:1])[CH:3]=2)[NH:17]1)([CH3:20])[CH3:19] |f:2.3.4|. Procedure: A mixture of 1-methyl-3-(1H-tetrazol-5-yl)-4-quinolone (0.74 g), isopropyl bromide (0.31 ml), anhydrous potassium carbonate (0.45 g) and butanone (30 ml) was boiled under reflux for 16 hours. More isopropyl bromide (0.5 ml) was added and boiling under reflux was continued for 7 hours. More isopropyl bromide (0.5 ml) was added and boiling under reflux was continued for a further 24 hours. The mixture was evaporated to dryness and the residue treated with water (30 ml). The solid product was colle...